Dataset: the Open Reaction Database (ORD), a public repository of structured organic reaction records. Task: describe an organic reaction: reactants, conditions, products, and yield The reactants are FC(CCSC=1OC=CN1)=C(F)F (2-(3,4,4-trifluoro-3-butenylthio)oxazole), ClC1=CC(=CC=C1)C(=O)OO (m-chloroperbenzoic acid). The solvent is ClCCl (dichloromethane). Run at time 20 hour. Yields the product FC(CCS(=O)C=1OC=CN1)=C(F)F (2-(3,4,4-trifluoro-3-butenylsulfinyl)oxazole). Isolated yield 92.9%. RXN SMILES: [F:1][C:2](=[C:11]([F:13])[F:12])[CH2:3][CH2:4][S:5][C:6]1[O:7][CH:8]=[CH:9][N:10]=1.ClC1C=CC=C(C(OO)=[O:22])C=1>ClCCl>[F:1][C:2](=[C:11]([F:12])[F:13])[CH2:3][CH2:4][S:5]([C:6]1[O:7][CH:8]=[CH:9][N:10]=1)=[O:22]. Procedure: 1.0 g of 2-(3,4,4-trifluoro-3-butenylthio)oxazole and 1.5 g of m-chloroperbenzoic acid (purity about 70%) were added to 50 ml of dichloromethane and stirred at room temperature for 20 hours. The reaction mixture was washed with 50 ml of 1N aqueous solution of sodium hydroxide and dried with magnesium sulfate. After the solvent was distilled off under reduced pressure, the residue was purified by column chromatography (eluent: ethyl acetate:dichloromethane=1:4) to obtain 1.0 g of 2-(3,4,4-trifluo...